This data is from the Open Reaction Database (ORD), a public repository of structured organic reaction records. The task is: describe an organic reaction: reactants, conditions, products, and yield Starting materials: CN(C)C, CS(C)=O, CCC(O)c1cc(Cl)ccc1Oc1ccnc2cc(OC)c(OC)cc12, O, O=S(=O)=O. Product: CCC(=O)c1cc(Cl)ccc1Oc1ccnc2cc(OC)c(OC)cc12. As a reaction SMILES: [CH3:27][N:28]([CH3:29])[CH3:30].[CH3:36][S:37]([CH3:38])=[O:39].[Cl:1][c:2]1[cH:3][cH:4][c:5]([O:12][c:13]2[cH:14][cH:15][n:16][c:17]3[cH:18][c:19]([O:25][CH3:26])[c:20]([O:23][CH3:24])[cH:21][c:22]23)[c:6]([CH:8]([CH2:9][CH3:10])[OH:11])[cH:7]1.[OH2:35].[S:31](=[O:32])(=[O:33])=[O:34]>>[Cl:1][c:2]1[cH:3][cH:4][c:5]([O:12][c:13]2[cH:14][cH:15][n:16][c:17]3[cH:18][c:19]([O:25][CH3:26])[c:20]([O:23][CH3:24])[cH:21][c:22]23)[c:6]([C:8]([CH2:9][CH3:10])=[O:11])[cH:7]1. Reactants: COc1ccc(C(=O)O)cc1C(C)(C)C, ClCCl, O=C(O)c1ccc(S)cc1, c1ccncc1. The product is COc1ccc(C(=O)Sc2ccc(C(=O)O)cc2)cc1C(C)(C)C. Reaction SMILES: [C:1]([CH3:2])([CH3:3])([CH3:4])[c:5]1[cH:6][c:7]([C:8](=[O:9])[OH:10])[cH:11][cH:12][c:13]1[O:14][CH3:15].[Cl:32][CH2:33][Cl:34].[SH:16][c:17]1[cH:18][cH:19][c:20]([C:21](=[O:22])[OH:23])[cH:24][cH:25]1.[cH:26]1[cH:27][cH:28][n:29][cH:30][cH:31]1>>[C:1]([CH3:2])([CH3:3])([CH3:4])[c:5]1[cH:6][c:7]([C:8](=[O:10])[S:16][c:17]2[cH:18][cH:19][c:20]([C:21](=[O:22])[OH:23])[cH:24][cH:25]2)[cH:11][cH:12][c:13]1[O:14][CH3:15]. Reactants: COC(=O)COc1ccc(Cl)c2[nH]c(=O)c(Cc3ccc(C(=O)C(C)(C)C)cc3)c(C)c12, FC(F)Cl. Product: COC(=O)COc1ccc(Cl)c2nc(OC(F)F)c(Cc3ccc(C(=O)C(C)(C)C)cc3)c(C)c12. As a reaction SMILES: [CH3:1][O:2][C:3]([CH2:4][O:5][c:6]1[c:7]2[c:8]([CH3:31])[c:9]([CH2:18][c:19]3[cH:20][cH:21][c:22]([C:25]([C:26]([CH3:27])([CH3:28])[CH3:29])=[O:30])[cH:23][cH:24]3)[c:10](=[O:17])[nH:11][c:12]2[c:13]([Cl:16])[cH:14][cH:15]1)=[O:32].[Cl:33][CH:34]([F:35])[F:36]>>[CH3:1][O:2][C:3]([CH2:4][O:5][c:6]1[c:7]2[c:8]([CH3:31])[c:9]([CH2:18][c:19]3[cH:20][cH:21][c:22]([C:25]([C:26]([CH3:27])([CH3:28])[CH3:29])=[O:30])[cH:23][cH:24]3)[c:10]([O:17][CH:34]([F:35])[F:36])[n:11][c:12]2[c:13]([Cl:16])[cH:14][cH:15]1)=[O:32]. The reactants are [BH3-]C#N, CO, Cl, Nc1ccccc1, [Na+], COC1CN(Cc2ccccc2)CCC1=O. Yields the product COC1CN(Cc2ccccc2)CCC1Nc1ccccc1. RXN SMILES: [C:1]([BH3-:2])#[N:3].[CH3:29][OH:30].[ClH:28].[NH2:21][c:22]1[cH:23][cH:24][cH:25][cH:26][cH:27]1.[Na+:4].[c:5]1([CH2:11][N:12]2[CH2:13][CH:14]([O:19][CH3:20])[C:15](=[O:18])[CH2:16][CH2:17]2)[cH:6][cH:7][cH:8][cH:9][cH:10]1>>[c:5]1([CH2:11][N:12]2[CH2:13][CH:14]([O:19][CH3:20])[CH:15]([NH:21][c:22]3[cH:23][cH:24][cH:25][cH:26][cH:27]3)[CH2:16][CH2:17]2)[cH:6][cH:7][cH:8][cH:9][cH:10]1. The reactants are BrC=1C=CC(=C(C1)C1=C(C=C2C(CC(N(C2=C1)CC)=O)(C)C)C)OC(F)(F)F (7-(5-Bromo-2-trifluoromethoxy-phenyl)-1-ethyl-4,4,6-trimethyl-3,4-dihydro-1H-quinolin-2-one), C(C(=C)C)(=O)OC(C)(C)C (t-butyl methacrylate). Product: C(C)(C)(C)OC(C(=CC1=CC(=C(C=C1)OC(F)(F)F)C1=C(C=C2C(CC(N(C2=C1)CC)=O)(C)C)C)C)=O (3-[3-(1-Ethyl-4,4,6-trimethyl-2-oxo-1,2,3,4-tetrahydro-quinolin-7-yl)-4-trifluoromethoxy-phenyl]-2-methyl-acrylic acid tert-butyl ester). Reaction SMILES: Br[C:2]1[CH:3]=[CH:4][C:5]([O:24][C:25]([F:28])([F:27])[F:26])=[C:6]([C:8]2[CH:17]=[C:16]3[C:11]([C:12]([CH3:22])([CH3:21])[CH2:13][C:14](=[O:20])[N:15]3[CH2:18][CH3:19])=[CH:10][C:9]=2[CH3:23])[CH:7]=1.[C:29]([O:34][C:35]([CH3:38])([CH3:37])[CH3:36])(=[O:33])[C:30]([CH3:32])=[CH2:31]>>[C:35]([O:34][C:29](=[O:33])[C:30]([CH3:32])=[CH:31][C:2]1[CH:3]=[CH:4][C:5]([O:24][C:25]([F:28])([F:26])[F:27])=[C:6]([C:8]2[CH:17]=[C:16]3[C:11]([C:12]([CH3:22])([CH3:21])[CH2:13][C:14](=[O:20])[N:15]3[CH2:18][CH3:19])=[CH:10][C:9]=2[CH3:23])[CH:7]=1)([CH3:38])([CH3:37])[CH3:36]. Reported procedure: Compound 9C was prepared form Compound 9B using a procedure similar to that described for Example 5C, except that t-butyl methacrylate was used as the coupling reagent. MS (electrospray): mass calculated for C26H28F3NO4, 475.20; m/z found, 476.2[M+H]+. Procedure details: Using methyl 4-bromo-3-methylbenzoate (5 g) and 1-Boc-piperazine (4.47 g) and by the reaction and treatment in the same manner as in Example 94, the title compound (1.05 g) was obtained via 4-(4-methoxycarbonyl-2-methylphenyl)piperazine-1-carboxylic acid tert-butyl ester. RXN SMILES: BrC1C=CC(C(OC)=O)=CC=1C.C(N1CCNCC1)(OC(C)(C)C)=O.C(OC([N:33]1[CH2:38][CH2:37][N:36]([C:39]2[CH:44]=[CH:43][C:42]([C:45]([O:47][CH3:48])=[O:46])=[CH:41][C:40]=2[CH3:49])[CH2:35][CH2:34]1)=O)(C)(C)C>>[CH3:49][C:40]1[CH:41]=[C:42]([CH:43]=[CH:44][C:39]=1[N:36]1[CH2:37][CH2:38][NH:33][CH2:34][CH2:35]1)[C:45]([O:47][CH3:48])=[O:46]. The product is CC=1C=C(C(=O)OC)C=CC1N1CCNCC1 (methyl 3-methyl-4-(piperazin-1-yl)benzoate). Reactants: BrC1=C(C=C(C(=O)OC)C=C1)C (methyl 4-bromo-3-methylbenzoate), C(C)(C)(C)OC(=O)N1CCN(CC1)C1=C(C=C(C=C1)C(=O)OC)C (4-(4-methoxycarbonyl-2-methylphenyl)piperazine-1-carboxylic acid tert-butyl ester), C(=O)(OC(C)(C)C)N1CCNCC1 (1-Boc-piperazine).